This data is from the Open Reaction Database (ORD), a public repository of structured organic reaction records. The task is: describe an organic reaction: reactants, conditions, products, and yield Starting materials: C1=CC(=CC(=C1)C(F)(F)F)CN, C1=CC(=NC=C1C(=O)N)Cl. The reagents and catalysts are CC(C)(C)[O-].[Na+], CC1(C2=C(C(=CC=C2)P(C3=CC=CC=C3)C4=CC=CC=C4)OC5=C1C=CC=C5P(C6=CC=CC=C6)C7=CC=CC=C7)C, CC(=O)O.CC(=O)O.[Pd]. Solvent: COCCOC. Reaction conditions: temperature 120 celsius. Yields the product C1=CC(=CC(=C1)C(F)(F)F)CNC2=NC=C(C=C2)C(=O)N. Isolated yield 0.0%. Reported procedure: To a stirred solution of 6-chloronicotinamide (0.053 g, 0.34 mmol), sodium 2-methylpropan-2-olate (0.065 g, 0.68 mmol), (9,9-dimethyl-9H-xanthene-4,5-diyl)bis(diphenylphosphine) (0.020 g, 0.03 mmol) and diacetoxypalladium (7.60 mg, 0.03 mmol) in DME (1 mL) was added (3-(trifluoromethyl)phenyl)methanamine (0.049 mL, 0.34 mmol). The reaction was run in microwave at 120 C for 4h. only traces of product observed. Reaction wasted. The product is O.C(CC(O)(C(=O)O)CC(=O)O)(=O)O (Citric acid monohydrate), C(CC(O)(C(=O)[O-])CC(=O)[O-])(=O)[O-] (Citrate). Starting materials: O.O.C(CC(O)(C(=O)[O-])CC(=O)[O-])(=O)[O-].[Na+].[Na+].[Na+] (tri-sodium citrate dihydrate), O.C(CC(O)(C(=O)O)CC(=O)O)(=O)O (citric acid monohydrate), O.O.C(CC(O)(C(=O)[O-])CC(=O)[O-])(=O)[O-].[Na+].[Na+].[Na+] (trisodium citrate dihydrate). Procedure details: Citric acid monohydrate (Mwt 211 g/mole) was prepared in deionised water at a concentration of 0.1 M. A solution of tri-sodium citrate dihydrate, 0.1 M, (Mwt 294.1 g/mole) was also prepared in deionised water. Citrate buffer solution pH 3 was prepared by mixing 40% v/v citric acid monohydrate solution (0.1 M), 10% v/v trisodium citrate dihydrate solution (0.1 M) and 50% v/v deionised water and the final pH was measured using a pH Meter (3320 JENWAY). Run in O (water), O (water), O (water). Reaction SMILES: O.O.[C:3]([O-:15])(=[O:14])[CH2:4][C:5]([CH2:10][C:11]([O-:13])=[O:12])([C:7]([O-:9])=[O:8])[OH:6].[Na+].[Na+].[Na+].O.[C:20]([OH:32])(=[O:31])[CH2:21][C:22]([CH2:27][C:28]([OH:30])=[O:29])([C:24]([OH:26])=[O:25])[OH:23]>O>[OH2:6].[C:20]([OH:32])(=[O:31])[CH2:21][C:22]([CH2:27][C:28]([OH:30])=[O:29])([C:24]([OH:26])=[O:25])[OH:23].[C:3]([O-:15])(=[O:14])[CH2:4][C:5]([CH2:10][C:11]([O-:13])=[O:12])([C:7]([O-:9])=[O:8])[OH:6] |f:0.1.2.3.4.5,6.7,9.10|. The reactants are BrC1=C(C(=CC(=C1)Br)C)O (2,4-Dibromo-6-methylphenol), S(=O)(=O)(OC)OC (dimethyl sulphate), S(=O)(=O)(OC)OC (dimethyl sulphate). Solvent: [OH-].[Na+] (sodium hydroxide), [OH-].[Na+] (sodium hydroxide). Conditions: time 5 minute. The product is BrC1=C(C(=CC(=C1)Br)C)OC (2,4-Dibromo-6-methylanisole). RXN SMILES: [Br:1][C:2]1[CH:7]=[C:6]([Br:8])[CH:5]=[C:4]([CH3:9])[C:3]=1[OH:10].S(OC)(O[CH3:15])(=O)=O>[OH-].[Na+]>[Br:1][C:2]1[CH:7]=[C:6]([Br:8])[CH:5]=[C:4]([CH3:9])[C:3]=1[O:10][CH3:15] |f:2.3|. Procedure details: To a stirred solution of the product of stage (a) (266 g) in 4 N aqueous sodium hydroxide (900 ml), dimethyl sulphate (192 ml) was added whilst maintaining the temperature at 35°-40° C. The mixture was stirred for 5 minutes, then 4 N aqueous sodium hydroxide (450 ml) was added and dimethyl sulphate (96 ml) was added dropwise. The temperature rose to 55° C. The mixture was then stirred overnight, and the product was extracted into dichloromethane, washed with water, dried over magnesium sulphate,... The reactants are C(=NCc1ccccc1)=NC1CCCCC1, CNc1ccc(CN2CCN(C(=O)OC(C)(C)C)C(C)C2)cc1, Cc1noc(-c2ccc(C(=O)O)cc2)n1, ClCCl, CN(C)C=O, On1nnc2ccccc21. The product is Cc1noc(-c2ccc(C(=O)N(C)c3ccc(CN4CCN(C(=O)OC(C)(C)C)C(C)C4)cc3)cc2)n1. RXN SMILES: [CH2:24]([N:25]=[C:26]=[N:27][CH:28]1[CH2:29][CH2:30][CH2:31][CH2:32][CH2:33]1)[c:34]1[cH:35][cH:36][cH:37][cH:38][cH:39]1.[CH3:1][CH:2]1[N:3]([C:17](=[O:18])[O:19][C:20]([CH3:21])([CH3:22])[CH3:23])[CH2:4][CH2:5][N:6]([CH2:8][c:9]2[cH:10][cH:11][c:12]([NH:15][CH3:16])[cH:13][cH:14]2)[CH2:7]1.[CH3:50][c:51]1[n:52][o:53][c:54](-[c:56]2[cH:57][cH:58][c:59]([C:60](=[O:61])[OH:62])[cH:63][cH:64]2)[n:55]1.[Cl:70][CH2:71][Cl:72].[O:65]=[CH:66][N:67]([CH3:68])[CH3:69].[OH:40][n:41]1[c:42]2[cH:43][cH:44][cH:45][cH:46][c:47]2[n:48][n:49]1>>[CH3:1][CH:2]1[N:3]([C:17](=[O:18])[O:19][C:20]([CH3:21])([CH3:22])[CH3:23])[CH2:4][CH2:5][N:6]([CH2:8][c:9]2[cH:10][cH:11][c:12]([N:15]([CH3:16])[C:60]([c:59]3[cH:58][cH:57][c:56](-[c:54]4[o:53][n:52][c:51]([CH3:50])[n:55]4)[cH:64][cH:63]3)=[O:62])[cH:13][cH:14]2)[CH2:7]1. Reaction SMILES: C[O:2][CH:3](OC)[C:4]1[CH:9]=[C:8]([F:10])[C:7]([N+:11]([O-:13])=[O:12])=[CH:6][C:5]=1[O:14]S(C)(=O)=O.CS(C)=O.[OH-].[K+].Cl>CS(C)=O.O>[F:10][C:8]1[C:7]([N+:11]([O-:13])=[O:12])=[CH:6][C:5]([OH:14])=[C:4]([CH:9]=1)[CH:3]=[O:2] |f:2.3,5.6|. Solvent: CS(=O)C.O (dimethylsulfoxide water). Conditions: time 15 minute. Procedure details: To a mixture of 0.348 g (1.13 mmole) of methanesulfonic acid 2-dimethoxymethyl-4-fluoro-5-nitro-phenyl ester (IV.46a) and 4 mL of dimethylsulfoxide, cooled briefly in an ice bath, was added dropwise a cold solution of 0.10 g of potassium hydroxide in 1 mL of dimethylsulfoxide-water (1:1). The resulting dark red mixture was stirred at room temperature for 15 minutes and then was made acidic by addition of 1 M hydrochloric acid to give a yellow mixture. The mixture was partitioned between 50 mL of... Isolated yield 93.2%. The reactants are Cl (hydrochloric acid), COC(C1=C(C=C(C(=C1)F)[N+](=O)[O-])OS(=O)(=O)C)OC (methanesulfonic acid 2-dimethoxymethyl-4-fluoro-5-nitro-phenyl ester), CS(=O)C (dimethylsulfoxide), [OH-].[K+] (potassium hydroxide). The product is FC=1C(=CC(=C(C=O)C1)O)[N+](=O)[O-] (5-fluoro-2-hydroxy-4-nitro-benzaldehyde). The reactants are C[C@H]1NCCNC1 ((R)-(−)-2-methylpiperazine), ClC(C1=CC(=CC=C1)C(F)(F)F)C1=CC=CC=C1 (1-(chloro(phenyl)methyl)-3-(trifluoromethyl)benzene). The solvent is CC#N (CH3CN). Reaction conditions: temperature 100 celsius. Product: C[C@@H]1CN(CCN1)C(C1=CC(=CC=C1)C(F)(F)F)C1=CC=CC=C1 ((3R)-3-methyl-1-(phenyl(3-(trifluoromethyl)phenyl)-methyl)piperazine). Isolated yield 80.8%. As a reaction SMILES: [CH3:1][C@@H:2]1[CH2:7][NH:6][CH2:5][CH2:4][NH:3]1.Cl[CH:9]([C:20]1[CH:25]=[CH:24][CH:23]=[CH:22][CH:21]=1)[C:10]1[CH:15]=[CH:14][CH:13]=[C:12]([C:16]([F:19])([F:18])[F:17])[CH:11]=1>CC#N>[CH3:1][C@H:2]1[NH:3][CH2:4][CH2:5][N:6]([CH:9]([C:20]2[CH:25]=[CH:24][CH:23]=[CH:22][CH:21]=2)[C:10]2[CH:15]=[CH:14][CH:13]=[C:12]([C:16]([F:19])([F:18])[F:17])[CH:11]=2)[CH2:7]1. Procedure details: To a solution of (R)-(−)-2-methylpiperazine (2.2 g, 22 mmol) in CH3CN (20 mL) was added 1-(chloro(phenyl)methyl)-3-(trifluoromethyl)benzene (2.0 g, 7.4 mmol) and heated to 100° C. for 12 h and concentrated under vacuum. The residue was dissolved in CH2Cl2 (150 mL) and washed with 1N NaOH (150 mL). The organic layer was dried with K2CO3 or Na2SO4, filtered, and concentrated. The crude product was purified by ISCO using 0-20% 2N NH3/MeOH solution in CH2Cl2 to give the title compound (2.00 g, 81% y... Starting materials: CC[SiH](CC)CC, CC(C)(C)OC(=O)C(NC(=O)NC1CCCC1)c1ccccc1, ClCCl, O=C(O)C(F)(F)F. The product is O=C(NC1CCCC1)NC(C(=O)O)c1ccccc1. RXN SMILES: [CH2:31]([SiH:32]([CH2:33][CH3:34])[CH2:35][CH3:36])[CH3:37].[CH:1]1([NH:6][C:7]([NH:8][CH:9]([C:10](=[O:11])[O:12][C:13]([CH3:14])([CH3:15])[CH3:16])[c:17]2[cH:18][cH:19][cH:20][cH:21][cH:22]2)=[O:23])[CH2:2][CH2:3][CH2:4][CH2:5]1.[Cl:38][CH2:39][Cl:40].[F:24][C:25]([F:26])([F:27])[C:28]([OH:29])=[O:30]>>[CH:1]1([NH:6][C:7]([NH:8][CH:9]([C:10](=[O:11])[OH:12])[c:17]2[cH:18][cH:19][cH:20][cH:21][cH:22]2)=[O:23])[CH2:2][CH2:3][CH2:4][CH2:5]1. The reactants are CCc1ccc(CC(NC(=O)N2CCC(N3CCc4ccccc4NC3=O)CC2)C(=O)O)cc1CC, CN1CCCN(C2CCNCC2)CC1. The product is CCc1ccc(CC(NC(=O)N2CCC(N3CCc4ccccc4NC3=O)CC2)C(=O)N2CCC(N3CCCN(C)CC3)CC2)cc1CC. As a reaction SMILES: [CH2:1]([CH3:2])[c:3]1[cH:4][c:5]([CH2:11][CH:12]([C:13](=[O:14])[OH:15])[NH:16][C:17](=[O:18])[N:19]2[CH2:20][CH2:21][CH:22]([N:25]3[C:26](=[O:36])[NH:27][c:28]4[c:29]([cH:32][cH:33][cH:34][cH:35]4)[CH2:30][CH2:31]3)[CH2:23][CH2:24]2)[cH:6][cH:7][c:8]1[CH2:9][CH3:10].[CH3:37][N:38]1[CH2:39][CH2:40][N:41]([CH:45]2[CH2:46][CH2:47][NH:48][CH2:49][CH2:50]2)[CH2:42][CH2:43][CH2:44]1>>[CH2:1]([CH3:2])[c:3]1[cH:4][c:5]([CH2:11][CH:12]([C:13](=[O:14])[N:48]2[CH2:47][CH2:46][CH:45]([N:41]3[CH2:40][CH2:39][N:38]([CH3:37])[CH2:44][CH2:43][CH2:42]3)[CH2:50][CH2:49]2)[NH:16][C:17](=[O:18])[N:19]2[CH2:20][CH2:21][CH:22]([N:25]3[C:26](=[O:36])[NH:27][c:28]4[c:29]([cH:32][cH:33][cH:34][cH:35]4)[CH2:30][CH2:31]3)[CH2:23][CH2:24]2)[cH:6][cH:7][c:8]1[CH2:9][CH3:10]. The reactants are P (phosphine), CC(C)(C)P(C1=C(C=CC=C1)C1=C(C=C(C=C1C(C)C)C(C)C)C(C)C)C(C)(C)C (bis(1,1-dimethylethyl)[2′,4′,6′-tris(1-methylethyl)-2-biphenylyl]phosphane), BrC1=C2C=CN(C2=CC(=C1)F)C1=CC=C(C=C1)OCC1=CC=CC=C1 (4-bromo-6-fluoro-1-{4-[(phenylmethyl)oxy]phenyl}-1H-indole), [OH-].[K+] (potassium hydroxide). The reagents and catalysts are C=1C=CC(=CC1)/C=C/C(=O)/C=C/C2=CC=CC=C2.C=1C=CC(=CC1)/C=C/C(=O)/C=C/C2=CC=CC=C2.C=1C=CC(=CC1)/C=C/C(=O)/C=C/C2=CC=CC=C2.[Pd].[Pd] (Pd2dba3). Solvent: O1CCOCC1 (1,4-dioxan), O (water), ClCCl (dichloromethane), O (water). Run at temperature 85 celsius. Product: FC=1C=C(C=2C=CN(C2C1)C1=CC=C(C=C1)OCC1=CC=CC=C1)O (6-fluoro-1-{4-[(phenylmethyl)oxy]phenyl}-1H-indol-4-ol). The yield is 44.6%. As a reaction SMILES: Br[C:2]1[CH:10]=[C:9]([F:11])[CH:8]=[C:7]2[C:3]=1[CH:4]=[CH:5][N:6]2[C:12]1[CH:17]=[CH:16][C:15]([O:18][CH2:19][C:20]2[CH:25]=[CH:24][CH:23]=[CH:22][CH:21]=2)=[CH:14][CH:13]=1.[OH-:26].[K+].P.CC(P(C(C)(C)C)C1C=CC=CC=1C1C(C(C)C)=CC(C(C)C)=CC=1C(C)C)(C)C>O1CCOCC1.ClCCl.O.C1C=CC(/C=C/C(/C=C/C2C=CC=CC=2)=O)=CC=1.C1C=CC(/C=C/C(/C=C/C2C=CC=CC=2)=O)=CC=1.C1C=CC(/C=C/C(/C=C/C2C=CC=CC=2)=O)=CC=1.[Pd].[Pd]>[F:11][C:9]1[CH:10]=[C:2]([OH:26])[C:3]2[CH:4]=[CH:5][N:6]([C:12]3[CH:17]=[CH:16][C:15]([O:18][CH2:19][C:20]4[CH:21]=[CH:22][CH:23]=[CH:24][CH:25]=4)=[CH:14][CH:13]=3)[C:7]=2[CH:8]=1 |f:1.2,8.9.10.11.12|. Reported procedure: A mixture of 4-bromo-6-fluoro-1-{4-[(phenylmethyl)oxy]phenyl}-1H-indole (D19) (200 mg, 0.505 mmol) and potassium hydroxide (113 mg, 2.02 mmol) in 1,4-dioxan (3 mL)/water (3 mL) was treated with Pd2dba3 (9 mg, 0.02 mmol) and phosphine ligand, bis(1,1-dimethylethyl)[2′,4′,6′-tris(1-methylethyl)-2-biphenylyl]phosphane (11 mg, 0.05 mmol) and the mixture was heated to 85° C. for 1.5 hours. After cooling, the mixture was diluted with dichloromethane and water and the product was extracted into dichlor...